Task: describe an organic reaction: reactants, conditions, products, and yield. Dataset: the Open Reaction Database (ORD), a public repository of structured organic reaction records Starting materials: BrC1=CC2=C(N=C(S2)[C@@H]2C[C@H](C2)N2[C@@H](CCC2)C)C=C1 (Trans-6-bromo-2-{3-[(2R)-2-methylpyrrolidin-1-yl]cyclobutyl}-1,3-benzothiazole), CC=1C=CC(NN1)=O (6-methyl-3(2H)-pyridazinone), N=1NC(C=CC1)=O (3(2H)-pyridazinone). The product is CC=1C=CC(N(N1)C1=CC2=C(N=C(S2)[C@@H]2C[C@H](C2)N2CCCC2)C=C1)=O (Trans-6-methyl-2-[2-(3-pyrrolidin-1-ylcyclobutyl)-1,3-benzothiazol-6-yl]pyridazin-3(2H)-one). RXN SMILES: Br[C:2]1[CH:20]=[CH:19][C:5]2[N:6]=[C:7]([C@H:9]3[CH2:12][C@H:11]([N:13]4[CH2:17][CH2:16][CH2:15][C@H:14]4C)[CH2:10]3)[S:8][C:4]=2[CH:3]=1.[CH3:21][C:22]1[CH:23]=[CH:24][C:25](=[O:28])[NH:26][N:27]=1.N1NC(=O)C=CC=1>>[CH3:21][C:22]1[CH:23]=[CH:24][C:25](=[O:28])[N:26]([C:2]2[CH:20]=[CH:19][C:5]3[N:6]=[C:7]([C@H:9]4[CH2:10][C@H:11]([N:13]5[CH2:14][CH2:15][CH2:16][CH2:17]5)[CH2:12]4)[S:8][C:4]=3[CH:3]=2)[N:27]=1. Procedure details: The title compound was prepared according to the procedure described in Example 22, substituting the product of Example 62A for the product of Example 1E and substituting 6-methyl-3(2H)-pyridazinone for 3(2H)-pyridazinone. 1H NMR (300 MHz, CDCl3) δ ppm 8.12 (t, J=2.03 Hz, 1H) 8.03 (t, J=8.48 Hz, 1H) 7.66 (dd, J=8.48, 2.37 Hz, 1H) 7.17 (d, J=9.49, 1H) 7.00 (d, J=9.49 Hz, 1H) 3.56-3.72 (m, 1H) 3.07 (m, 1H) 2.48-2.78 (m, 6H) 2.41 (s, 3H) 1.87-1.96 (m, 2H) 1.77-1.87 (m, 2H) 1.49-1.73 (m, 2H). MS: (M... The reactants are COc1ccc(C(=O)Cl)cc1, c1ccc(-c2cc3ccccc3o2)cc1. The product is COc1ccc(C(=O)c2c(-c3ccccc3)oc3ccccc23)cc1. As a reaction SMILES: [C:16]([c:17]1[cH:18][cH:19][c:20]([O:23][CH3:24])[cH:21][cH:22]1)(=[O:25])[Cl:26].[c:1]1(-[c:7]2[o:8][c:9]3[c:10]([cH:11]2)[cH:12][cH:13][cH:14][cH:15]3)[cH:2][cH:3][cH:4][cH:5][cH:6]1>>[c:1]1(-[c:7]2[o:8][c:9]3[c:10]([c:11]2[C:16]([c:17]2[cH:18][cH:19][c:20]([O:23][CH3:24])[cH:21][cH:22]2)=[O:25])[cH:12][cH:13][cH:14][cH:15]3)[cH:2][cH:3][cH:4][cH:5][cH:6]1. The reactants are FC1=CC(=C(C=C1)C1=C(C(=CN1)C(=O)OC)C)C(F)(F)F (methyl 5-[4-fluoro-2-(trifluoromethyl)phenyl]-4-methyl-1H-pyrrole-3-carboxylate), [OH-].[Na+] (NaOH), Cl (HCl). Run in C(C)(=O)OCC (ethyl acetate), CO (methanol). Reaction conditions: temperature 80 celsius, time 2 hour. Product: FC1=CC(=C(C=C1)C1=C(C(=CN1)C(=O)O)C)C(F)(F)F (5-[4-fluoro-2-(trifluoromethyl)phenyl]-4-methyl-1H-pyrrole-3-carboxylic acid). Yield: 95.4%. RXN SMILES: [F:1][C:2]1[CH:7]=[CH:6][C:5]([C:8]2[NH:12][CH:11]=[C:10]([C:13]([O:15]C)=[O:14])[C:9]=2[CH3:17])=[C:4]([C:18]([F:21])([F:20])[F:19])[CH:3]=1.[OH-].[Na+].Cl>CO.C(OCC)(=O)C>[F:1][C:2]1[CH:7]=[CH:6][C:5]([C:8]2[NH:12][CH:11]=[C:10]([C:13]([OH:15])=[O:14])[C:9]=2[CH3:17])=[C:4]([C:18]([F:21])([F:19])[F:20])[CH:3]=1 |f:1.2|. Procedure: To a solution of methyl 5-[4-fluoro-2-(trifluoromethyl)phenyl]-4-methyl-1H-pyrrole-3-carboxylate (0.23 g, 0.77 mmol) in methanol (4.0 ml) was added 5N NaOH (3.0 ml) and the mixture was stirred at 80° C. for 2.0 h. The reaction mixture was cooled to room temperature and added 2N HCl (8.0 ml). The mixture was diluted with ethyl acetate and washed with water and brine, then dried over sodium sulfate and concentrated on a rotary evaporator. The resulting residue was purified by silica-gel column chr... The reactants are O=C1C(CC2=CC(=C(C(=C12)Cl)Cl)OCC(=O)[O-])(C)C1CCCC1 ((+)(1-Oxo-2-cyclopentyl-2-methyl-6,7-dichloro-5-indanyloxy)acetate), C(O)([O-])=O.[Na+] (sodium hydrogen carbonate), O (water). Product: O=C1C(CC2=CC(=C(C(=C12)Cl)Cl)OCC(=O)[O-])(C)C1CCCC1.[Na+] (Sodium (+)(1-Oxo-2-cyclopentyl-2-methyl-6,7-dichloro-5-indanyloxy)acetate). RXN SMILES: [O:1]=[C:2]1[C:10]2[C:5](=[CH:6][C:7]([O:13][CH2:14][C:15]([O-:17])=[O:16])=[C:8]([Cl:12])[C:9]=2[Cl:11])[CH2:4][C:3]1([CH:19]1[CH2:23][CH2:22][CH2:21][CH2:20]1)[CH3:18].O.C(=O)([O-])O.[Na+:29]>>[O:1]=[C:2]1[C:10]2[C:5](=[CH:6][C:7]([O:13][CH2:14][C:15]([O-:17])=[O:16])=[C:8]([Cl:12])[C:9]=2[Cl:11])[CH2:4][C:3]1([CH:19]1[CH2:23][CH2:22][CH2:21][CH2:20]1)[CH3:18].[Na+:29] |f:2.3,4.5|. Procedure: 100 mg of (+)(1-Oxo-2-cyclopentyl-2-methyl-6,7-dichloro-5-indanyloxy)acetate are dissolved in 3 ml of 0.1 N-sodium hydrogen carbonate solution. The solution is made up to 10 ml with water and sterilized. Starting materials: P(=O)(OC(C1=NNC2=CC(=CC=C12)OC)=C1CCCC1)(OC)OC (cyclopentylidene(6-methoxy-1H-indazol-3-yl)methyl dimethyl phosphate), BrCC(C(C)(C)C)=O (1-bromo-3,3-dimethylbutan-2-one). Yields the product P(=O)(OC(C1=NN(C2=CC(=CC=C12)OC)CC(C(C)(C)C)=O)=C1CCCC1)(OC)OC (Cyclopentylidene[1-(3,3-dimethyl-2-oxobutyl)-6-methoxy-1H-indazol-3-yl]methyl dimethyl phosphate). Reaction SMILES: [P:1]([O:23][CH3:24])([O:21][CH3:22])([O:3][C:4](=[C:16]1[CH2:20][CH2:19][CH2:18][CH2:17]1)[C:5]1[C:13]2[C:8](=[CH:9][C:10]([O:14][CH3:15])=[CH:11][CH:12]=2)[NH:7][N:6]=1)=[O:2].Br[CH2:26][C:27](=[O:32])[C:28]([CH3:31])([CH3:30])[CH3:29]>>[P:1]([O:23][CH3:24])([O:21][CH3:22])([O:3][C:4](=[C:16]1[CH2:20][CH2:19][CH2:18][CH2:17]1)[C:5]1[C:13]2[C:8](=[CH:9][C:10]([O:14][CH3:15])=[CH:11][CH:12]=2)[N:7]([CH2:26][C:27](=[O:32])[C:28]([CH3:31])([CH3:30])[CH3:29])[N:6]=1)=[O:2]. Reported procedure: The title compound was prepared from cyclopentylidene(6-methoxy-1H-indazol-3-yl)methyl dimethyl phosphate and 1-bromo-3,3-dimethylbutan-2-one using the procedure described in Method I Step C of Example 1 followed by RP-HPLC purification using 30-100% MeCN gradient without TFA. It was obtained as a solid following lyophilization. LC-MS: 3.56 min. (m/Z=325.2, 451.2, 473.1). Starting materials: CCOc1cc(C(C)(C)C)ncc1C1=NC(C)(c2ccc(Cl)cc2)C(C)(c2ccc(Cl)cc2)N1C(=O)N1CCN(CC(=O)O)CC1, NCc1ccccn1. Yields the product CCOc1cc(C(C)(C)C)ncc1C1=NC(C)(c2ccc(Cl)cc2)C(C)(c2ccc(Cl)cc2)N1C(=O)N1CCN(CC(=O)NCc2ccccn2)CC1. As a reaction SMILES: [C:1]([CH3:2])([CH3:3])([CH3:4])[c:5]1[cH:6][c:7]([O:44][CH2:45][CH3:46])[c:8]([C:11]2=[N:15][C:14]([CH3:16])([c:17]3[cH:18][cH:19][c:20]([Cl:23])[cH:21][cH:22]3)[C:13]([CH3:24])([c:25]3[cH:26][cH:27][c:28]([Cl:31])[cH:29][cH:30]3)[N:12]2[C:32](=[O:33])[N:34]2[CH2:35][CH2:36][N:37]([CH2:40][C:41](=[O:42])[OH:43])[CH2:38][CH2:39]2)[cH:9][n:10]1.[NH2:47][CH2:48][c:49]1[n:50][cH:51][cH:52][cH:53][cH:54]1>>[C:1]([CH3:2])([CH3:3])([CH3:4])[c:5]1[cH:6][c:7]([O:44][CH2:45][CH3:46])[c:8]([C:11]2=[N:15][C:14]([CH3:16])([c:17]3[cH:18][cH:19][c:20]([Cl:23])[cH:21][cH:22]3)[C:13]([CH3:24])([c:25]3[cH:26][cH:27][c:28]([Cl:31])[cH:29][cH:30]3)[N:12]2[C:32](=[O:33])[N:34]2[CH2:35][CH2:36][N:37]([CH2:40][C:41](=[O:42])[NH:47][CH2:48][c:49]3[n:50][cH:51][cH:52][cH:53][cH:54]3)[CH2:38][CH2:39]2)[cH:9][n:10]1. Starting materials: [N+](=O)([O-])C=1C=C(CC(C(=O)OCC)(C(=O)OCC)NC(C)=O)C=CC1NC(C)=O (diethyl 2-(3-nitro-4-acetamidobenzyl)-2-acetamidomalonate), C(=O)(Cl)Cl (phosgene). Product: Cl.N=1C(N=C2C1C=CC(=C2)C[C@H](N)C(=O)O)=O (3-(Benzimidazol-2-one-5-yl)alanine Hydrochloride). Yield: 54.0%. As a reaction SMILES: [N+:1]([C:4]1[CH:5]=[C:6]([CH:23]=[CH:24][C:25]=1[NH:26][C:27](=[O:29])C)[CH2:7][C:8]([NH:19]C(=O)C)(C(OCC)=O)[C:9]([O:11]CC)=[O:10])([O-])=O.C(Cl)([Cl:32])=O>>[ClH:32].[N:26]1[C:27](=[O:29])[N:1]=[C:4]2[CH:5]=[C:6]([CH2:7][C@@H:8]([C:9]([OH:11])=[O:10])[NH2:19])[CH:23]=[CH:24][C:25]=12 |f:2.3|. Procedure: Following the procedure for the production of the racemic mixture in Example 1, diethyl 2-(3-nitro-4-acetamidobenzyl)-2-acetamidomalonate is hydrolyzed and cyclized with phosgene to yield the pure title compound in 54% yield: m.p. 259° (decomp). Starting materials: CNC, CN(C)C=O, Cn1c(=O)c2c(Cl)cccc2n2cnc(-c3noc(C4CC4)n3)c12. The product is CN(C)c1cccc2c1c(=O)n(C)c1c(-c3noc(C4CC4)n3)ncn21. As a reaction SMILES: [CH3:1][NH:2][CH3:3].[CH3:28][N:29]([CH3:30])[CH:31]=[O:32].[CH:4]1([c:7]2[n:8][c:9](-[c:12]3[n:13][cH:14][n:15]4[c:16]3[n:17]([CH3:27])[c:18](=[O:26])[c:19]3[c:20]([Cl:25])[cH:21][cH:22][cH:23][c:24]43)[n:10][o:11]2)[CH2:5][CH2:6]1>>[CH3:1][N:2]([CH3:3])[c:20]1[c:19]2[c:18](=[O:26])[n:17]([CH3:27])[c:16]3[c:12](-[c:9]4[n:8][c:7]([CH:4]5[CH2:5][CH2:6]5)[o:11][n:10]4)[n:13][cH:14][n:15]3[c:24]2[cH:23][cH:22][cH:21]1. The reactants are C(C=CC1=CC=CC=C1)#N (cinnamonitrile), CC1=CC(=NN1)N (5-methyl-1H-pyrazole-3-amine), CN(CCN)C (N1,N1-dimethylethane-1,2-diamine). The product is CN(CCNC1=NC(=NC(=C1)NC1=NNC(=C1)C)C=CC1=CC=CC=C1)C (N4-(2-(dimethylamino)ethyl)-N6-(5-methyl-1H-pyrazol-3-yl)-2-styrylpyrimidine-4,6-diamine). Reaction SMILES: [C:1](#[N:10])[CH:2]=[CH:3][C:4]1[CH:9]=[CH:8][CH:7]=[CH:6][CH:5]=1.[CH3:11][C:12]1[NH:16][N:15]=[C:14]([NH2:17])[CH:13]=1.[CH3:18][N:19]([CH3:23])[CH2:20][CH2:21][NH2:22]>>[CH3:18][N:19]([CH3:23])[CH2:20][CH2:21][NH:22][C:3]1[CH:2]=[C:1]([NH:17][C:14]2[CH:13]=[C:12]([CH3:11])[NH:16][N:15]=2)[N:10]=[C:1]([CH:2]=[CH:3][C:4]2[CH:9]=[CH:8][CH:7]=[CH:6][CH:5]=2)[N:10]=1. Reported procedure: Example 66 was synthesized via Scheme 6 according to the general scheme provided above with the appropriate starting materials cinnamonitrile, 5-methyl-1H-pyrazole-3-amine, and N1,N1-dimethylethane-1,2-diamine. Structure of the target was confirmed by 1H-NMR. The 1H-NMR is attached.